From a dataset of the Open Reaction Database (ORD), a public repository of structured organic reaction records. describe an organic reaction: reactants, conditions, products, and yield Reactants: C(C)(C)C=1C(NC(NC1OC1=CC(=CC(=C1)C)C)=O)=O (5-Isopropyl-6-(3,5-dimethylphenoxy)-2,4-pyrimidinedione), C=1(C(=CC=CC1)S(=O)(=O)OCCC1CCCC1)C ((2-cyclopentyl)ethyl toluenesulfonate). Product: C1C(CCC1)C(C)N1C(NC(C(=C1OC1=CC(=CC(=C1)C)C)C(C)C)=O)=O (1-(2-Cyclopentyl)ethyl-5-isopropyl-6-(3,5-dimethylphenoxy)-2,4-pyrimidinedione). Isolated yield 28.3%. As a reaction SMILES: [CH:1]([C:4]1[C:5](=[O:20])[NH:6][C:7](=[O:19])[NH:8][C:9]=1[O:10][C:11]1[CH:16]=[C:15]([CH3:17])[CH:14]=[C:13]([CH3:18])[CH:12]=1)([CH3:3])[CH3:2].C1(C)C(S(O[CH2:31][CH2:32][CH:33]2[CH2:37][CH2:36][CH2:35][CH2:34]2)(=O)=O)=CC=CC=1>>[CH2:34]1[CH2:35][CH2:36][CH2:37][CH:33]1[CH:32]([N:8]1[C:9]([O:10][C:11]2[CH:12]=[C:13]([CH3:18])[CH:14]=[C:15]([CH3:17])[CH:16]=2)=[C:4]([CH:1]([CH3:3])[CH3:2])[C:5](=[O:20])[NH:6][C:7]1=[O:19])[CH3:31]. Procedure: 5-Isopropyl-6-(3,5-dimethylphenoxy)-2,4-pyrimidinedione and (2-cyclopentyl)ethyl toluenesulfonate were reacted by the same method with example 44 to obtain the titled compound (105 mg). Reactants: NC1=NC2=C(C=3C=C(C=NC13)CCC1=CC=C(C=C1)C(C)=O)C=CC(=C2)C (1-(4-(2-(5-amino-8-methylbenzo[f][1,7]naphthyridin-2-yl)ethyl)phenyl)ethanone), CN(CC(C)N)C (N1,N1-dimethylpropane-1,2-diamine), C(=O)(C(F)(F)F)O (TFA). The product is NC1=NC2=C(C=3C=C(C=NC13)CCC1=CC=C(C=C1)C(C)NC(CN(C)C)C)C=CC(=C2)C (N2-(1-(4-(2-(5-amino-8-methylbenzo[f][1,7]naphthyridin-2-yl)ethyl)phenyl)ethyl)-N1,N1-dimethylpropane-1,2-diamine). RXN SMILES: [NH2:1][C:2]1[C:11]2[N:10]=[CH:9][C:8]([CH2:12][CH2:13][C:14]3[CH:19]=[CH:18][C:17]([C:20](=O)[CH3:21])=[CH:16][CH:15]=3)=[CH:7][C:6]=2[C:5]2[CH:23]=[CH:24][C:25]([CH3:27])=[CH:26][C:4]=2[N:3]=1.[CH3:28][N:29]([CH3:34])[CH2:30][CH:31]([NH2:33])[CH3:32].C(O)(C(F)(F)F)=O>>[NH2:1][C:2]1[C:11]2[N:10]=[CH:9][C:8]([CH2:12][CH2:13][C:14]3[CH:19]=[CH:18][C:17]([CH:20]([NH:33][CH:31]([CH3:32])[CH2:30][N:29]([CH3:34])[CH3:28])[CH3:21])=[CH:16][CH:15]=3)=[CH:7][C:6]=2[C:5]2[CH:23]=[CH:24][C:25]([CH3:27])=[CH:26][C:4]=2[N:3]=1. Procedure details: N2-(1-(4-(2-(5-amino-8-methylbenzo[f][1,7]naphthyridin-2-yl)ethyl)phenyl)ethyl)-N1,N1-dimethylpropane-1,2-diamine was prepared from 1-(4-(2-(5-amino-8-methylbenzo[f][1,7]naphthyridin-2-yl)ethyl)phenyl)ethanone (from Example 171) and N1,N1-dimethylpropane-1,2-diamine (commercially available) following the procedures described for Example 182. 1H NMR (Acetone-d6) TFA Salt: δ 8.83 (m, 2H), 8.40 (d, 1H), 7.46-7.51 (m, 3H), 7.43 (m, 1H), 7.37 (d, 2H), 4.54 (m, 1H), 3.74 (m, 1H), 3.19 (m, 4H), 2.90 (s... The reactants are ClCl (chlorine), Cl[O-] (hypochlorite), S([O-])(O)=O.[Na+] (Sodium bisulfite), OC1=C(C(=O)O)C=CC=N1 (2-hydroxynicotinic acid), Cl[O-].[Na+] (sodium hypochlorite), [OH-].[Na+] (sodium hydroxide), ice, ClCl (chlorine), [OH-].[Na+] (sodium hydroxide), ice, OC1=C(C(=O)O)C=CC=N1 (2-hydroxynicotinic acid), Cl[O-] (hypochlorite). Solvent: 2-isopropyl alcohol. Conditions: temperature 2 celsius, time 8 hour. Yields the product Cl[O-].[Na+] (Sodium hypochlorite), ClC=1C=C(C(=NC1)O)C(=O)O (5-Chloro-2-hydroxy-3-pyridinecarboxylic acid). Yield: 90.1%. Reaction SMILES: [OH-:1].[Na+:2].[Cl:3]Cl.Cl[O-].[OH:7][C:8]1[N:16]=[CH:15][CH:14]=[CH:13][C:9]=1[C:10]([OH:12])=[O:11].Cl[O-].[Na+].S(=O)(O)[O-].[Na+]>>[Cl:3][O-:1].[Na+:2].[Cl:3][C:14]1[CH:13]=[C:9]([C:10]([OH:12])=[O:11])[C:8]([OH:7])=[N:16][CH:15]=1 |f:0.1,5.6,7.8,9.10|. Reported procedure: Sodium hypochlorite solution was prepared by first adding 40.2 kg (500 moles) of 50% sodium hydroxide solution to 50 kg of flaked ice in a jacketed vessel having external coolant; then adding 70 kg more ice and introducing 8.88 kg (125 moles) of chlorine gas below the surface, all with agitation. Temperature of the hypochlorite solution was -8° C. To the hypochlorite solution was added, portion wise, 17.04 kg (120.0 mole) of 98% purity 2-hydroxynicotinic acid. The temperature of the reaction mix... Starting materials: [Li]C(C)(C)C, C1CCOC1, CI, CCOC(C)=O, CCCCCC, CCC(CC)c1cc(C)nn2c(-c3sc(-c4ncnn4C)cc3Cl)c(C)nc12. The product is CCC(CC)c1cc(C)nn2c(-c3sc(-c4nc(C)nn4C)cc3Cl)c(C)nc12. RXN SMILES: [C:34]([Li:35])([CH3:36])([CH3:37])[CH3:38].[CH2:29]1[O:30][CH2:31][CH2:32][CH2:33]1.[CH3:39][I:40].[CH3:41][CH2:42][O:43][C:44]([CH3:45])=[O:46].[CH3:47][CH2:48][CH2:49][CH2:50][CH2:51][CH3:52].[Cl:1][c:2]1[c:3](-[c:13]2[c:14]([CH3:28])[n:15][c:16]3[n:17]2[n:18][c:19]([CH3:27])[cH:20][c:21]3[CH:22]([CH2:23][CH3:24])[CH2:25][CH3:26])[s:4][c:5](-[c:7]2[n:8]([CH3:12])[n:9][cH:10][n:11]2)[cH:6]1>>[Cl:1][c:2]1[c:3](-[c:13]2[c:14]([CH3:28])[n:15][c:16]3[n:17]2[n:18][c:19]([CH3:27])[cH:20][c:21]3[CH:22]([CH2:23][CH3:24])[CH2:25][CH3:26])[s:4][c:5](-[c:7]2[n:8]([CH3:12])[n:9][c:10]([CH3:29])[n:11]2)[cH:6]1. Reactants: Cc1ccc(N)cc1Br, CC(C)=CC(=O)Cl, ClCCl, [Na+], [OH-], O. Product: CC(C)=CC(=O)Nc1ccc(C)c(Br)c1. As a reaction SMILES: [Br:1][c:2]1[cH:3][c:4]([NH2:5])[cH:6][cH:7][c:8]1[CH3:9].[CH3:12][C:13](=[CH:14][C:15](=[O:16])[Cl:17])[CH3:18].[Cl:19][CH2:20][Cl:21].[Na+:11].[OH-:10].[OH2:22]>>[Br:1][c:2]1[cH:3][c:4]([NH:5][C:15]([CH:14]=[C:13]([CH3:12])[CH3:18])=[O:16])[cH:6][cH:7][c:8]1[CH3:9]. The reactants are [N+](=O)([O-])C1=CC=C(C=C1)S(=O)(=O)N1[C@H](C(=O)O)CCC1 (N-4-nitrobenzenesulfonyl-L-proline), Br[C@@H]1C(OC2=C([C@H]1O)C=C(C=C2)C#N)(C)C ((±)-trans-3-bromo-6-cyano-3,4-dihydro-2,2-dimethyl-2H-1-benzopyran-4-ol). Solvent: C(Cl)(Cl)Cl (CHCl3), C(Cl)(Cl)Cl (CHCl3). Yields the product Br[C@@H]1C(OC2=C([C@H]1OC([C@H]1N(CCC1)S(=O)(=O)C1=CC=C(C=C1)[N+](=O)[O-])=O)C=C(C=C2)C#N)(C)C (trans-3-bromo-6-cyano-3,4-dihydro-2,2-dimethyl-4-(N-4-nitrobenzenesulfonyl-L-prolyloxy)-2H-1-benzopyran). Yield: 41.4%. As a reaction SMILES: [N+:1]([C:4]1[CH:9]=[CH:8][C:7]([S:10]([N:13]2[CH2:20][CH2:19][CH2:18][C@H:14]2[C:15]([OH:17])=[O:16])(=[O:12])=[O:11])=[CH:6][CH:5]=1)([O-:3])=[O:2].[Br:21][C@H:22]1[C@H:27](O)[C:26]2[CH:29]=[C:30]([C:33]#[N:34])[CH:31]=[CH:32][C:25]=2[O:24][C:23]1([CH3:36])[CH3:35]>C(Cl)(Cl)Cl>[Br:21][C@H:22]1[C@H:27]([O:16][C:15](=[O:17])[C@@H:14]2[CH2:18][CH2:19][CH2:20][N:13]2[S:10]([C:7]2[CH:8]=[CH:9][C:4]([N+:1]([O-:3])=[O:2])=[CH:5][CH:6]=2)(=[O:11])=[O:12])[C:26]2[CH:29]=[C:30]([C:33]#[N:34])[CH:31]=[CH:32][C:25]=2[O:24][C:23]1([CH3:36])[CH3:35]. Reported procedure: A similar procedure as in Example 1(1) was performed by using 6.7 g of N-4-nitrobenzenesulfonyl-L-proline and 5.7 g of (±)-trans-3-bromo-6-cyano-3,4-dihydro-2,2-dimethyl-2H-1-benzopyran-4-ol to give 4.72 g of trans-3-bromo-6-cyano-3,4-dihydro-2,2-dimethyl-4-(N-4-nitrobenzenesulfonyl-L-prolyloxy)-2H-1-benzopyran as a sparingly soluble diastereomer compound, melting at 226.5°-227° C. with decomposition, [α]23D =+44.7° (c=1, CHCl3) and 5.01 g of the corresponding readily soluble diastereomer compou... The reactants are CCCCCC (hexane), [Mn](=O)(=O)(=O)[O-].[K+] (potassium permanganate), COC(=O)N[C@H](C(=O)N1[C@@H](CCC1)C(=O)N[C@@H](C(C)C)[C@H](C(F)(F)F)O)C(C)C ((S)-1-[(S)-2-(methoxycarbonylamino)-3-methylbutyryl]-N-[(S)-2-methyl-1-((R)-2,2,2-trifluoro-1-hydroxyethyl)propyl]pyrrolidine-2-carboxamide), [OH-].[Na+] (sodium hydroxide), CCCCCC (Hexane). Run in O (water), C(C)(C)(C)O (tert-butyl alcohol), O (water), C(C)(=O)OCC (ethyl acetate). Conditions: time 2 hour. Yields the product COC(=O)N[C@H](C(=O)N1[C@@H](CCC1)C(=O)N[C@@H](C(C)C)C(C(F)(F)F)=O)C(C)C ((S)-1-[(S)-2-(methoxycarbonylamino)-3-methylbutyryl]-N-[(S)-2-methyl-1-(2,2,2-trifluoroacetyl)propyl]-pyrrolidine-2-carboxamide). The yield is 63.3%. RXN SMILES: [Mn]([O-])(=O)(=O)=O.[K+].[CH3:7][O:8][C:9]([NH:11][C@@H:12]([CH:33]([CH3:35])[CH3:34])[C:13]([N:15]1[CH2:19][CH2:18][CH2:17][C@H:16]1[C:20]([NH:22][C@H:23]([C@@H:27]([OH:32])[C:28]([F:31])([F:30])[F:29])[CH:24]([CH3:26])[CH3:25])=[O:21])=[O:14])=[O:10].[OH-].[Na+].CCCCCC>O.C(O)(C)(C)C.C(OCC)(=O)C>[CH3:7][O:8][C:9]([NH:11][C@@H:12]([CH:33]([CH3:35])[CH3:34])[C:13]([N:15]1[CH2:19][CH2:18][CH2:17][C@H:16]1[C:20]([NH:22][C@H:23]([C:27](=[O:32])[C:28]([F:31])([F:30])[F:29])[CH:24]([CH3:26])[CH3:25])=[O:21])=[O:14])=[O:10] |f:0.1,3.4|. Procedure details: A solution of potassium permanganate (16.6 g) in water (100 ml) was added dropwise to a 0° C. solution of (S)-1-[(S)-2-(methoxycarbonylamino)-3-methylbutyryl]-N-[(S)-2-methyl-1-((R)-2,2,2-trifluoro-1-hydroxyethyl)propyl]pyrrolidine-2-carboxamide (15 g) in tert-butyl alcohol (175 ml), water (100 ml), and 0.6 M sodium hydroxide solution (175 ml). The solution was stirred for 2 hours and then quenched by addition of methanol (70 ml), followed by stirring for 1 hour. The mixture was filtered through... Reactants: [BH3-]C#N, CC(=O)O, CO, Nc1nc(N)c2ncn(CCCl)c2n1, [Na+], O=Cc1cccnc1. Yields the product Nc1nc(NCc2cccnc2)nc2c1ncn2CCCl. RXN SMILES: [C:27]([BH3-:28])#[N:29].[CH3:23][C:24](=[O:25])[OH:26].[CH3:31][OH:32].[Cl:1][CH2:2][CH2:3][n:4]1[c:5]2[n:6][c:7]([NH2:14])[n:8][c:9]([NH2:13])[c:10]2[n:11][cH:12]1.[Na+:30].[n:15]1[cH:16][c:17]([CH:21]=[O:22])[cH:18][cH:19][cH:20]1>>[Cl:1][CH2:2][CH2:3][n:4]1[c:5]2[n:6][c:7]([NH:14][CH2:21][c:17]3[cH:16][n:15][cH:20][cH:19][cH:18]3)[n:8][c:9]([NH2:13])[c:10]2[n:11][cH:12]1. Starting materials: N1(C=NC=C1)C(C1=CC(=C(C=C1)N)[N+](=O)[O-])C1=CC=CC=C1 (4-[(1H-imidazol-1-yl)phenylmethyl]-2-nitrobenzenamine), C(C)(=O)Cl (acetyl chloride). The solvent is C(C)(=O)O (acetic acid). Product: N1(C=NC=C1)C(C1=CC(=C(C=C1)NC(C)=O)[N+](=O)[O-])C1=CC=CC=C1 (N-[4-[(1H-imidazol-1-yl)phenylmethyl]-2-nitrophenyl]-acetamide). The yield is 95.0%. Reaction SMILES: [N:1]1([CH:6]([C:17]2[CH:22]=[CH:21][CH:20]=[CH:19][CH:18]=2)[C:7]2[CH:12]=[CH:11][C:10]([NH2:13])=[C:9]([N+:14]([O-:16])=[O:15])[CH:8]=2)[CH:5]=[CH:4][N:3]=[CH:2]1.[C:23](Cl)(=[O:25])[CH3:24]>C(O)(=O)C>[N:1]1([CH:6]([C:17]2[CH:18]=[CH:19][CH:20]=[CH:21][CH:22]=2)[C:7]2[CH:12]=[CH:11][C:10]([NH:13][C:23](=[O:25])[CH3:24])=[C:9]([N+:14]([O-:16])=[O:15])[CH:8]=2)[CH:5]=[CH:4][N:3]=[CH:2]1. Procedure details: (a-4) A mixture of 1.45 parts of 4-[(1H-imidazol-1-yl)phenylmethyl]-2-nitrobenzenamine, 0.78 parts of acetyl chloride and 25 parts of acetic acid was stirred over weekend at room temperature. The methanol layer was removed in vacuo and the residue was taken up in water and dichloromethane. After treatment with ammonium hydroxide, the dichloromethane layer was dried, filtered and evaporated, yielding 1.6 parts (95%) of N-[4-[(1H-imidazol-1-yl)phenylmethyl]-2-nitrophenyl]-acetamide as a residue (i...